Dataset: the Open Reaction Database (ORD), a public repository of structured organic reaction records. Task: describe an organic reaction: reactants, conditions, products, and yield Reactants: C(CC(O)(C(=O)O)CC(=O)O)(=O)O (citric acid), C(C)OC(=O)C12NC(C3CC(CC3C(N(CCCCC=CC2C1)C)=O)OC1=NC(=NC(=C1)OC)C1=CC=CC=C1)=O (17-(6-Methoxy-2-phenylpyrimidin-4-yloxy)-13-methyl-2,14-dioxo-3,13-diaza tricyclo[13.3.0.0*4,6*]octadec-7-ene-4-carboxylic acid ethyl ester), [Li+].[OH-] (LiOH), CO (MeOH). Run in C(Cl)Cl (DCM), O (H2O), C1CCOC1 (THF). Conditions: temperature 60 celsius, time 72 hour. Yields the product COC1=CC(=NC(=N1)C1=CC=CC=C1)OC1CC2C(N(CCCCC=CC3CC3(NC(C2C1)=O)C(=O)O)C)=O (17-(6-Methoxy-2-phenylpyrimidin-4-yloxy)-13-methyl-2,14-dioxo-3,13-diaza-tricyclo[13.3.0.0*4,6*]octadec-7-ene-4-carboxylic acid). The yield is 99.9%. Reaction SMILES: C([O:3][C:4]([C:6]12[CH2:23][CH:22]1[CH:21]=[CH:20][CH2:19][CH2:18][CH2:17][CH2:16][N:15]([CH3:24])[C:14](=[O:25])[CH:13]1[CH:9]([CH2:10][CH:11]([O:26][C:27]3[CH:32]=[C:31]([O:33][CH3:34])[N:30]=[C:29]([C:35]4[CH:40]=[CH:39][CH:38]=[CH:37][CH:36]=4)[N:28]=3)[CH2:12]1)[C:8](=[O:41])[NH:7]2)=[O:5])C.CO.[Li+].[OH-].C(O)(=O)CC(CC(O)=O)(C(O)=O)O>C1COCC1.C(Cl)Cl.O>[CH3:34][O:33][C:31]1[N:30]=[C:29]([C:35]2[CH:36]=[CH:37][CH:38]=[CH:39][CH:40]=2)[N:28]=[C:27]([O:26][CH:11]2[CH2:10][CH:9]3[CH:13]([C:14](=[O:25])[N:15]([CH3:24])[CH2:16][CH2:17][CH2:18][CH2:19][CH:20]=[CH:21][CH:22]4[C:6]([C:4]([OH:5])=[O:3])([NH:7][C:8]3=[O:41])[CH2:23]4)[CH2:12]2)[CH:32]=1 |f:2.3|. Procedure: Compound 7d (362 mg, 0.644 mmol) was dissolved in a 2:1:1 mixture of THF:MeOH:H2O (100 ml). LiOH (1 M, 6.5 ml) was added and the reaction mixture was stirred at 60° C. for 72 h. The reaction mixture was acidified by addition of 5% citric acid whereafter DCM was added. The organic layer was separated, dried (MgSO4), filtered and evaporated which gave the title compound (344 mg, 100%), MS (M+H)+535.